This data is from the Open Reaction Database (ORD), a public repository of structured organic reaction records. The task is: describe an organic reaction: reactants, conditions, products, and yield Starting materials: [Si](C1=CC=CC=C1)(C1=CC=CC=C1)(C(C)(C)C)OCC1=CC=C(C(=C1N1C[C@H](O[C@H](C1)C)C)F)F ((2R,6S)-4-[6-({[tert-Butyl(diphenyl)silyl]oxy}methyl)-2,3-difluorophenyl]-2,6-dimethylmorpholine), [Si](C1=CC=CC=C1)(C1=CC=CC=C1)(C(C)(C)C)OCC1=CC=C(C(=C1N1C[C@H](O[C@H](C1)C)C)F)F ((2R,6S)-4-[6-({[tert-Butyl(diphenyl)silyl]oxy}methyl)-2,3-difluorophenyl]-2,6-dimethylmorpholine), C1CC1C(C#N)O (cylopropyl carboxaldehyde). Yields the product [Si](C1=CC=CC=C1)(C1=CC=CC=C1)(C(C)(C)C)OCC=1C(=C(C(=C(C1)C(O)C1CC1)F)F)N1C[C@H](O[C@H](C1)C)C ({5-({[tert-butyl(diphenyl)silyl]oxy}methyl)-4-[(2R,6S)-2,6-dimethylmorpholin-4-yl]-2,3-difluorophenyl}(cyclopropyl)methanol). Reaction SMILES: [Si:1]([O:18][CH2:19][C:20]1[C:25]([N:26]2[CH2:31][C@H:30]([CH3:32])[O:29][C@H:28]([CH3:33])[CH2:27]2)=[C:24]([F:34])[C:23]([F:35])=[CH:22][CH:21]=1)([C:14]([CH3:17])([CH3:16])[CH3:15])([C:8]1[CH:13]=[CH:12][CH:11]=[CH:10][CH:9]=1)[C:2]1[CH:7]=[CH:6][CH:5]=[CH:4][CH:3]=1.[CH2:36]1[CH:38]([CH:39]([OH:42])C#N)[CH2:37]1>>[Si:1]([O:18][CH2:19][C:20]1[C:25]([N:26]2[CH2:31][C@H:30]([CH3:32])[O:29][C@H:28]([CH3:33])[CH2:27]2)=[C:24]([F:34])[C:23]([F:35])=[C:22]([CH:39]([CH:38]2[CH2:36][CH2:37]2)[OH:42])[CH:21]=1)([C:14]([CH3:16])([CH3:17])[CH3:15])([C:2]1[CH:7]=[CH:6][CH:5]=[CH:4][CH:3]=1)[C:8]1[CH:13]=[CH:12][CH:11]=[CH:10][CH:9]=1. Procedure: Starting material: (2R,6S)-4-[6-({[tert-butyl(diphenyl)silyl]oxy}methyl)-2,3-difluorophenyl]-2,6-dimethylmorpholine (Intermediate 3) and cylopropyl carboxaldehyde. Reactants: C1COCCO1, CS(=O)(=O)c1ccc(B(O)O)cc1, CCOC(C)=O, N#Cc1cnn2c(C3CCCCC3)c(-c3ccc(I)cc3)cnc12, [K+], [K+], [K+], O=P([O-])([O-])[O-]. The product is CS(=O)(=O)c1ccc(-c2ccc(-c3cnc4c(C#N)cnn4c3C3CCCCC3)cc2)cc1. Reaction SMILES: [CH2:46]1[O:47][CH2:48][CH2:49][O:50][CH2:51]1.[CH3:25][S:26](=[O:27])(=[O:28])[c:29]1[cH:30][cH:31][c:32]([B:35]([OH:36])[OH:37])[cH:33][cH:34]1.[CH3:52][CH2:53][O:54][C:55](=[O:56])[CH3:57].[CH:1]1([c:7]2[c:8](-[c:18]3[cH:19][cH:20][c:21]([I:24])[cH:22][cH:23]3)[cH:9][n:10][c:11]3[n:12]2[n:13][cH:14][c:15]3[C:16]#[N:17])[CH2:2][CH2:3][CH2:4][CH2:5][CH2:6]1.[K+:43].[K+:44].[K+:45].[P:38]([O-:39])([O-:40])([O-:41])=[O:42]>>[CH:1]1([c:7]2[c:8](-[c:18]3[cH:19][cH:20][c:21](-[c:32]4[cH:31][cH:30][c:29]([S:26]([CH3:25])(=[O:27])=[O:28])[cH:34][cH:33]4)[cH:22][cH:23]3)[cH:9][n:10][c:11]3[n:12]2[n:13][cH:14][c:15]3[C:16]#[N:17])[CH2:2][CH2:3][CH2:4][CH2:5][CH2:6]1. The reactants are C(C)(=O)OCC (ethyl acetate), C(C1=CC=CC=C1)N1CCC(CC1)NC (1-Benzyl-4-methylaminopiperidine), ClC1=NC(=CC=C1[N+](=O)[O-])Cl (2,6-dichloro-3-nitropyridine), C([O-])([O-])=O.[K+].[K+] (potassium carbonate). Run in CCCCCC (hexane), C(C)#N (acetonitrile), O (water). Product: C(C1=CC=CC=C1)N1CCC(CC1)N(C1=NC(=CC=C1[N+](=O)[O-])Cl)C (1-Benzyl-4-[N-methyl-N-(3-nitro-6-chloro-2-pyridinyl)amino]piperidine). RXN SMILES: [CH2:1]([N:8]1[CH2:13][CH2:12][CH:11]([NH:14][CH3:15])[CH2:10][CH2:9]1)[C:2]1[CH:7]=[CH:6][CH:5]=[CH:4][CH:3]=1.Cl[C:17]1[C:22]([N+:23]([O-:25])=[O:24])=[CH:21][CH:20]=[C:19]([Cl:26])[N:18]=1.C(=O)([O-])[O-].[K+].[K+].C(OCC)(=O)C>C(#N)C.O.CCCCCC>[CH2:1]([N:8]1[CH2:13][CH2:12][CH:11]([N:14]([CH3:15])[C:17]2[C:22]([N+:23]([O-:25])=[O:24])=[CH:21][CH:20]=[C:19]([Cl:26])[N:18]=2)[CH2:10][CH2:9]1)[C:2]1[CH:3]=[CH:4][CH:5]=[CH:6][CH:7]=1 |f:2.3.4|. Reported procedure: 1-Benzyl-4-methylaminopiperidine (EXAMPLE 9, 5.34 g, 25.9 mmol), 2,6-dichloro-3-nitropyridine (5.0 g, 25.9 mmol), and potassium carbonate (4.3 g, 31.1 mmol) in 100 ml acetonitrile are stirred at 20°-25° for 20 hr. The mixture is poured in water and extracted with chloroform. The extract is dried over sodium sulfate, filtered and evaporated to give the crude product. Chromatography (silica gel, 300 g; with 15-25% ethyl acetate in hexane) gives the title compound, NMR (300 MHz, CDCl3) 7.92, 7.19, ... The reactants are ClC(=O)OCC(C)C (Isobutyl chloroformate), CN1CCOCC1 (N-methylmorpholine), ice, C(C)(C)C(C#CC(=O)O)(N)C(C)C (diisopropyl-amino-but-2-ynoic acid), O1CCCC1 (tetrahydrofuran), BrC=1C=C(C=CC1)NC1=NC=NC2=CC=C(C=C12)N (N-(3-bromophenyl)-4,6-quinazolindiamine). Solvent: N1=CC=CC=C1 (pyridine). Reaction conditions: time 30 minute. The product is BrC=1C=C(C=CC1)NC1=NC=NC2=CC=C(C=C12)NC(C#CC(N(C(C)C)C(C)C)C)=O (diisopropyl-methyl-amino-but-2-ynoic acid [4-(3-bromo-phenylamino)-quinazolin-6-yl]-amide). Reaction SMILES: ClC(OC[CH:6]([CH3:8])[CH3:7])=O.CN1CCOCC1.C([C:19]([CH:26](C)C)([NH2:25])[C:20]#[C:21][C:22]([OH:24])=O)(C)C.[Br:29][C:30]1[CH:31]=[C:32]([NH:36][C:37]2[C:46]3[C:41](=[CH:42][CH:43]=[C:44]([NH2:47])[CH:45]=3)[N:40]=[CH:39][N:38]=2)[CH:33]=[CH:34][CH:35]=1.O1C[CH2:51][CH2:50][CH2:49]1>N1C=CC=CC=1>[Br:29][C:30]1[CH:31]=[C:32]([NH:36][C:37]2[C:46]3[C:41](=[CH:42][CH:43]=[C:44]([NH:47][C:22](=[O:24])[C:21]#[C:20][CH:19]([CH3:26])[N:25]([CH:50]([CH3:51])[CH3:49])[CH:6]([CH3:8])[CH3:7])[CH:45]=3)[N:40]=[CH:39][N:38]=2)[CH:33]=[CH:34][CH:35]=1. Procedure: Isobutyl chloroformate (0.845 g, 6.2 mmol) and N-methylmorpholine (1.0 g, 9.9 mmol) were added to an ice cold solution of 1.8 g (9.67 mmol) of diisopropyl-amino-but-2-ynoic acid in 100 mL of tetrahydrofuran under nitrogen. After stirring for 30 min, a solution of 1.500 g of N-(3-bromophenyl)-4,6-quinazolindiamine in 15 mL of pyridine was added and the mixture was stirred for 2 hr at 0° C. The reaction was then quenched with ice water, poured into saturated sodium bicarbonate, and the product was... The reactants are C12(CC3CC(CC(C1)C3)C2)CO (adamantan-1-ylmethanol), C1CC12CCC(CC2)CO (spiro[2.5]octan-6-ylmethanol), ClC=1C(=CC(=C(C(=O)NS(=O)(=O)C)C1)F)F (5-chloro-2,4-difluoro-N-(methylsulfonyl)benzamide), N1(CCC1)S(=O)(=O)NC(C1=C(C=C(C(=C1)Cl)F)F)=O (N-(azetidin-1-ylsulfonyl)-5-chloro-2,4-difluorobenzamide). Product: N1(CCC1)S(=O)(=O)NC(C1=C(C=C(C(=C1)Cl)OCC1CCC2(CC2)CC1)F)=O (N-(azetidin-1-ylsulfonyl)-5-chloro-2-fluoro-4-(spiro[2.5]octan-6-ylmethoxy)benzamide), solid. Yield: 53.0%. Reaction SMILES: ClC1C(F)=CC(F)=C(C=1)C(NS(C)(=O)=O)=O.[N:17]1([S:21]([NH:24][C:25](=[O:35])[C:26]2[CH:31]=[C:30]([Cl:32])[C:29](F)=[CH:28][C:27]=2[F:34])(=[O:23])=[O:22])[CH2:20][CH2:19][CH2:18]1.C12(CO)CC3CC(CC(C3)C1)C2.[CH2:48]1[C:50]2([CH2:55][CH2:54][CH:53]([CH2:56][OH:57])[CH2:52][CH2:51]2)[CH2:49]1>>[N:17]1([S:21]([NH:24][C:25](=[O:35])[C:26]2[CH:31]=[C:30]([Cl:32])[C:29]([O:57][CH2:56][CH:53]3[CH2:54][CH2:55][C:50]4([CH2:48][CH2:49]4)[CH2:51][CH2:52]3)=[CH:28][C:27]=2[F:34])(=[O:23])=[O:22])[CH2:20][CH2:19][CH2:18]1. Procedure: Following the procedure as described in Example 8 and making variations as required to replace 5-chloro-2,4-difluoro-N-(methylsulfonyl)benzamide with N-(azetidin-1-ylsulfonyl)-5-chloro-2,4-difluorobenzamide and to replace adamantan-1-ylmethanol with spiro[2.5]octan-6-ylmethanol, the title compound was obtained as a colorless solid (0.61 g, 53%): 1H NMR (300 MHz, CDCl3) δ 8.70-8.57 (m, 1H), 8.17-8.09 (m, 1H), 6.76-6.66 (m, 1H), 4.32-4.19 (m, 4H), 3.96-3.87 (m, 2H), 2.35-2.20 (m, 2H), 2.03-1.70 (m... Reactants: C(C)OC(C(C)(OC1=C(C=C(C=C1)OC(CCC)C1=C(N=C(S1)C1=CC=C(C=C1)C(F)(F)F)C)C)C)=O (2-methyl-2-(2-methyl-4-{1-[4-methyl-2-(4-trifluoromethyl-phenyl)-thiazol-5-yl]butoxy}-phenoxy)-propionic acid ethyl ester), [OH-].[Na+] (NaOH), Cl (HCl). The solvent is C1CCOC1.C(C)O (THF Ethanol). Conditions: temperature 50 celsius, time 2 hour. Product: CC(C(=O)O)(C)OC1=C(C=C(C=C1)OC(CCC)C1=C(N=C(S1)C1=CC=C(C=C1)C(F)(F)F)C)C (2-methyl-2-(2-methyl-4-{1-[4-methyl-2-(4-trifluoromethyl-phenyl)-thiazol-5-yl]butoxy}-phenoxy)-propionic acid). Yield: 40.7%. Reaction SMILES: C([O:3][C:4](=[O:37])[C:5]([CH3:36])([O:7][C:8]1[CH:13]=[CH:12][C:11]([O:14][CH:15]([C:19]2[S:23][C:22]([C:24]3[CH:29]=[CH:28][C:27]([C:30]([F:33])([F:32])[F:31])=[CH:26][CH:25]=3)=[N:21][C:20]=2[CH3:34])[CH2:16][CH2:17][CH3:18])=[CH:10][C:9]=1[CH3:35])[CH3:6])C.[OH-].[Na+].Cl>C1COCC1.C(O)C>[CH3:6][C:5]([O:7][C:8]1[CH:13]=[CH:12][C:11]([O:14][CH:15]([C:19]2[S:23][C:22]([C:24]3[CH:25]=[CH:26][C:27]([C:30]([F:33])([F:31])[F:32])=[CH:28][CH:29]=3)=[N:21][C:20]=2[CH3:34])[CH2:16][CH2:17][CH3:18])=[CH:10][C:9]=1[CH3:35])([CH3:36])[C:4]([OH:37])=[O:3] |f:1.2,4.5|. Reported procedure: To a solution of example 34 (800 mg, 1.5 mmol) in THF/Ethanol (5/20 mL) was added 1N NaOH (10 mmol, 10 mL). The resulting mixture was stirred at 50° C. for 2 hours, and after cooling at room temperature 1N HCl (10 mmol, 10 mL) was added. The resulting mixture was concentrated in vacuo, then the residue was flash chromatographed CH2Cl2/MeOH (98:2) to give the title compound (310 mg, 0.61 mmol) in a 40% yield as a colorless oil. The reactants are O=C1N(CCCOCc2ccccc2)c2ccccc2C12COc1cc3c(cc12)OCCO3, O=C1N(Cc2ccc(OCc3ccccc3)cc2)c2ccccc2C12COc1cc3c(cc12)CCO3. Product: O=C1N(CCCO)c2ccccc2C12COc1cc3c(cc12)OCCO3. RXN SMILES: [CH2:1]([c:2]1[cH:3][cH:4][cH:5][cH:6][cH:7]1)[O:8][CH2:9][CH2:10][CH2:11][N:12]1[C:13](=[O:33])[C:14]2([CH2:15][O:16][c:17]3[cH:18][c:19]4[c:20]([cH:25][c:26]32)[O:21][CH2:22][CH2:23][O:24]4)[c:27]2[cH:28][cH:29][cH:30][cH:31][c:32]21.[CH2:34]([O:35][c:36]1[cH:37][cH:38][c:39]([CH2:40][N:41]2[c:42]3[c:43]([cH:44][cH:45][cH:46][cH:47]3)[C:48]3([CH2:49][O:50][c:51]4[cH:52][c:53]5[c:54]([cH:55][c:56]43)[CH2:57][CH2:58][O:59]5)[C:60]2=[O:61])[cH:62][cH:63]1)[c:64]1[cH:65][cH:66][cH:67][cH:68][cH:69]1>>[OH:8][CH2:9][CH2:10][CH2:11][N:12]1[C:13](=[O:33])[C:14]2([CH2:15][O:16][c:17]3[cH:18][c:19]4[c:20]([cH:25][c:26]32)[O:21][CH2:22][CH2:23][O:24]4)[c:27]2[cH:28][cH:29][cH:30][cH:31][c:32]21.